This data is from the Open Reaction Database (ORD), a public repository of structured organic reaction records. The task is: describe an organic reaction: reactants, conditions, products, and yield Starting materials: C(C)(=O)SC(CC(=O)O)C(CC(C)C)C(=O)N[C@@H](CC1=CC=C(C=C1)OC)C(=O)NC (3-acetylmercapto-6-methyl-4-[[[1-(S)-[(methylamino)carbonyl]-2-(4-methoxyphenyl)ethyl]amino]carbonyl]heptanoic acid), N-ethyl-N1 -dimethylaminopropylcarbodiimide hydrochloride, ON1N=NC2=C1C=CC=C2 (1-hydroxybenzotriazole), Cl.NCC(=O)N (glycinamide hydrochloride), C(C)(C)N(CC)C(C)C (diisopropylethylamine). The solvent is ClCCl (dichloromethane). Conditions: temperature 5 celsius, time 2 hour. Product: C(C)(=O)SC(C(C(=O)N[C@@H](CC1=CC=C(C=C1)OC)C(=O)NC)CC(C)C)CC(=O)NCC(=O)N (3-Acetylmercapto-N5 -(aminocarbonyl)methyl-N1 -[1-(S)-[(methylamino)carbonyl]-2-(4-methoxyphenyl)ethyl]-2-(2-methylpropyl)pentanediamide). Reaction SMILES: [C:1]([S:4][CH:5]([CH:10]([C:15]([NH:17][C@H:18]([C:28]([NH:30][CH3:31])=[O:29])[CH2:19][C:20]1[CH:25]=[CH:24][C:23]([O:26][CH3:27])=[CH:22][CH:21]=1)=[O:16])[CH2:11][CH:12]([CH3:14])[CH3:13])[CH2:6][C:7](O)=[O:8])(=[O:3])[CH3:2].ON1C2C=CC=CC=2N=N1.Cl.[NH2:43][CH2:44][C:45]([NH2:47])=[O:46].C(N(C(C)C)CC)(C)C>ClCCl>[C:1]([S:4][CH:5]([CH2:6][C:7]([NH:43][CH2:44][C:45]([NH2:47])=[O:46])=[O:8])[CH:10]([CH2:11][CH:12]([CH3:13])[CH3:14])[C:15]([NH:17][C@H:18]([C:28]([NH:30][CH3:31])=[O:29])[CH2:19][C:20]1[CH:21]=[CH:22][C:23]([O:26][CH3:27])=[CH:24][CH:25]=1)=[O:16])(=[O:3])[CH3:2] |f:2.3|. Reported procedure: A mixture of 3-acetylmercapto-6-methyl-4-[[[1-(S)-[(methylamino)carbonyl]-2-(4-methoxyphenyl)ethyl]-amino]carbonyl]heptanoic acid (E5, Isomer A; 226 mg, 0.5 mmol), N-ethyl-N1 -dimethylaminopropylcarbodiimide hydrochloride (116 mg, 0.6 mmol), 1-hydroxybenzotriazole (90 mg, 0.58 mmol), glycinamide hydrochloride (64 mg, 0.58 mmol) and diisopropylethylamine (0.2 ml, 1.14 mmol) in dichloromethane was stirred at 5° C. for 2 h then at room temperature overnight. The mixture was cooled in ice and the so... Starting materials: C1CCOC1, C[Si](C)(C)[N-][Si](C)(C)C, COc1ccc(CN(Cc2ccc(OC)cc2)c2nc(C)nc(-c3cc(C(C)N4CCN(S(C)(=O)=O)CC4)cnc3F)n2)cc1, [Na+], Nc1ccc2cccnc2c1. The product is COc1ccc(CN(Cc2ccc(OC)cc2)c2nc(C)nc(-c3cc(C(C)N4CCN(S(C)(=O)=O)CC4)cnc3Nc3ccc4cccnc4c3)n2)cc1. Reaction SMILES: [CH2:67]1[O:68][CH2:69][CH2:70][CH2:71]1.[CH3:1][Si:2]([N-:3][Si:4]([CH3:5])([CH3:6])[CH3:7])([CH3:8])[CH3:9].[F:11][c:12]1[n:13][cH:14][c:15]([CH:44]([CH3:45])[N:46]2[CH2:47][CH2:48][N:49]([S:52](=[O:53])(=[O:54])[CH3:55])[CH2:50][CH2:51]2)[cH:16][c:17]1-[c:18]1[n:19][c:20]([N:25]([CH2:26][c:27]2[cH:28][cH:29][c:30]([O:33][CH3:34])[cH:31][cH:32]2)[CH2:35][c:36]2[cH:37][cH:38][c:39]([O:42][CH3:43])[cH:40][cH:41]2)[n:21][c:22]([CH3:24])[n:23]1.[Na+:10].[n:56]1[cH:57][cH:58][cH:59][c:60]2[cH:61][cH:62][c:63]([NH2:66])[cH:64][c:65]12>>[c:12]1([NH:66][c:63]2[cH:62][cH:61][c:60]3[cH:59][cH:58][cH:57][n:56][c:65]3[cH:64]2)[n:13][cH:14][c:15]([CH:44]([CH3:45])[N:46]2[CH2:47][CH2:48][N:49]([S:52](=[O:53])(=[O:54])[CH3:55])[CH2:50][CH2:51]2)[cH:16][c:17]1-[c:18]1[n:19][c:20]([N:25]([CH2:26][c:27]2[cH:28][cH:29][c:30]([O:33][CH3:34])[cH:31][cH:32]2)[CH2:35][c:36]2[cH:37][cH:38][c:39]([O:42][CH3:43])[cH:40][cH:41]2)[n:21][c:22]([CH3:24])[n:23]1. Reactants: C(C)(=O)NC=1C=C(C=CC1OC)S(=O)(=O)Cl (3-acetylamino-4-methoxybenzenesulfonyl chloride), Cl (hydrochloric acid), N#CN (cyanamide), [OH-].[Na+] (sodium hydroxide). Run in O (water). Reaction conditions: temperature 10 celsius. Product: COC1=C(N)C=C(C=C1)S(=O)(=O)NC#N (2-methoxy-5-cyanamidosulfonylaniline). Reaction SMILES: C([NH:4][C:5]1[CH:6]=[C:7]([S:13](Cl)(=[O:15])=[O:14])[CH:8]=[CH:9][C:10]=1[O:11][CH3:12])(=O)C.[N:17]#[C:18][NH2:19].[OH-].[Na+].Cl>O>[CH3:12][O:11][C:10]1[CH:9]=[CH:8][C:7]([S:13]([NH:19][C:18]#[N:17])(=[O:15])=[O:14])=[CH:6][C:5]=1[NH2:4] |f:2.3|. Procedure details: 132 parts of 3-acetylamino-4-methoxybenzenesulfonyl chloride and 25 parts of cyanamide are suspended in 400 parts of water at 0° C. and reacted with one another at a temperature of about 20° C. while a pH between 9 and 11 is maintained. Then 130 parts by volume of 33% strength aqueous sodium hydroxide solution are added and the acetylamino group is hydrolyzed at 100° C. in the course of an hour. The batch is then cooled down to 10° C. and brought to pH 2 with hydrochloric acid and the precipitat... Starting materials: [OH-].[Ca+2].[OH-] (calcium hydroxide), C(C(O)CC(=O)O)(=O)O (malic acid), [OH-].[Ca+2].[OH-] (calcium hydroxide), [OH-].[Ca+2].[OH-] (calcium hydroxide), C(C(O)CC(=O)O)(=O)O (malic acid). The reagents and catalysts are [Fe].C(C(O)CC(=O)O)(=O)O (iron malic acid). The solvent is O (water), O (water). Yields the product C(C(O)CC(=O)O)(=O)O (malic acid), dihydroxycalcium ferrous malate, C(C(O)CC(=O)[O-])(=O)[O-] (malate). As a reaction SMILES: [C:1]([OH:9])(=[O:8])[CH:2]([CH2:4][C:5]([OH:7])=[O:6])[OH:3].[OH-].[Ca+2].[OH-]>O.[Fe].C(O)(=O)C(CC(O)=O)O>[C:1]([OH:9])(=[O:8])[CH:2]([CH2:4][C:5]([OH:7])=[O:6])[OH:3].[C:1]([O-:9])(=[O:8])[CH:2]([CH2:4][C:5]([O-:7])=[O:6])[OH:3] |f:1.2.3,5.6|. Procedure details: An aqueous solution of malic acid was prepared by mixing 134.09 g of malic acid with 50 mL of water. An aqueous solution of calcium hydroxide was also prepared in a separate container by thoroughly mixing 74.09 g of calcium hydroxide in 50 mL of water. Next, 54.94 g of ferronyl powder was then added to the malic acid solution. The calcium hydroxide solution was then slowly added to the iron/malic acid solution. The solution was allowed to mix for approximately 2 hours. The resulting solution was...